From a dataset of the Open Reaction Database (ORD), a public repository of structured organic reaction records. describe an organic reaction: reactants, conditions, products, and yield Reactants: Cl (hydrogen chloride), CC1=CC=C(C=C1)CCC1(SCCS1)CN1C=NC=C1 (1-[[2-(2-(4-methylphenyl)ethyl)-1,3-dithiolan-2-yl]methyl]imidazole). The product is Cl.CC1=CC=C(C=C1)CCC1(SCCS1)CN1C=NC=C1 (1-[[2-(2-(4-methylphenyl)ethyl)-1,3-dithiolan-2-yl]methyl]imidazole hydrochloride). RXN SMILES: [ClH:1].[CH3:2][C:3]1[CH:8]=[CH:7][C:6]([CH2:9][CH2:10][C:11]2([CH2:16][N:17]3[CH:21]=[CH:20][N:19]=[CH:18]3)[S:15][CH2:14][CH2:13][S:12]2)=[CH:5][CH:4]=1>>[ClH:1].[CH3:2][C:3]1[CH:4]=[CH:5][C:6]([CH2:9][CH2:10][C:11]2([CH2:16][N:17]3[CH:21]=[CH:20][N:19]=[CH:18]3)[S:15][CH2:14][CH2:13][S:12]2)=[CH:7][CH:8]=1 |f:2.3|. Procedure: Ethereal hydrogen chloride was added dropwise to a stirred solution of 2.0 g. of 1-[[2-(2-(4-methylphenyl)ethyl)-1,3-dithiolan-2-yl]methyl]imidazole in 30 ml. of anhydrous ether until precipitation was complete. The product was filtered off, washed with ether, air-dried and recrystallized from methanol/ethyl acetate to yield 1-[[2-(2-(4-methylphenyl)ethyl)-1,3-dithiolan-2-yl]methyl]imidazole hydrochloride--m.p. 206.5°-208° C. Reactants: CC(C)(C)OC(=O)N1CCCN(c2nc3ccccc3[nH]2)CC1, CN(C)C=O, [Cl-], ClCc1ccco1, [H-], [NH4+], [Na+], C1CCOC1. Yields the product CC(C)(C)OC(=O)N1CCCN(c2nc3ccccc3n2Cc2ccco2)CC1. Reaction SMILES: [C:1]([CH3:2])([CH3:3])([CH3:4])[O:5][C:6](=[O:7])[N:8]1[CH2:9][CH2:10][N:11]([c:15]2[n:16][c:17]3[c:18]([nH:19]2)[cH:20][cH:21][cH:22][cH:23]3)[CH2:12][CH2:13][CH2:14]1.[CH3:40][N:41]([CH3:42])[CH:43]=[O:44].[Cl-:33].[Cl:26][CH2:27][c:28]1[o:29][cH:30][cH:31][cH:32]1.[H-:24].[NH4+:34].[Na+:25].[O:35]1[CH2:36][CH2:37][CH2:38][CH2:39]1>>[C:1]([CH3:2])([CH3:3])([CH3:4])[O:5][C:6](=[O:7])[N:8]1[CH2:9][CH2:10][N:11]([c:15]2[n:16]([CH2:27][c:28]3[o:29][cH:30][cH:31][cH:32]3)[c:17]3[c:18]([n:19]2)[cH:20][cH:21][cH:22][cH:23]3)[CH2:12][CH2:13][CH2:14]1. RXN SMILES: [C:1]([CH3:2])(=[O:3])[N:4]1[CH2:5][CH2:6][CH:7]([C:10]([c:11]2[c:12]([OH:19])[cH:13][cH:14][c:15]([O:17][CH3:18])[cH:16]2)=[O:20])[CH2:8][CH2:9]1.[CH3:25][C:26](=[O:27])[O-:28].[CH3:30][c:31]1[cH:32][cH:33][cH:34][cH:35][cH:36]1.[ClH:21].[NH2:22][OH:23].[NH4+:24].[OH2:29]>>[C:1]([CH3:2])(=[O:3])[N:4]1[CH2:5][CH2:6][CH:7]([C:10]([c:11]2[c:12]([OH:19])[cH:13][cH:14][c:15]([O:17][CH3:18])[cH:16]2)=[N:22][OH:23])[CH2:8][CH2:9]1. Starting materials: COc1ccc(O)c(C(=O)C2CCN(C(C)=O)CC2)c1, CC(=O)[O-], Cc1ccccc1, Cl, NO, [NH4+], O. The product is COc1ccc(O)c(C(=NO)C2CCN(C(C)=O)CC2)c1. The reactants are C(=O)(O)[O-].[Na+] (NaHCO3), Cl.COC([C@@](CC1=CC=C(C=C1)O)(C)N)=O ((S)-2-amino-3-(4-hydroxy-phenyl)-2-methyl-propionic acid methyl ester hydrochloride), ClC(=O)OCC1=CC=CC=C1 (benzyl chloroformate). Solvent: C(C)(=O)OCC (ethyl acetate). The product is COC([C@@](CC1=CC=C(C=C1)O)(C)NC(=O)OCC1=CC=CC=C1)=O ((S)-2-Benzyloxycarbonylamino-3-(4-hydroxy-phenyl)-2-methyl-propionic acid methyl ester). As a reaction SMILES: Cl.[CH3:2][O:3][C:4](=[O:16])[C@:5]([NH2:15])([CH3:14])[CH2:6][C:7]1[CH:12]=[CH:11][C:10]([OH:13])=[CH:9][CH:8]=1.C([O-])(O)=O.[Na+].Cl[C:23]([O:25][CH2:26][C:27]1[CH:32]=[CH:31][CH:30]=[CH:29][CH:28]=1)=[O:24]>C(OCC)(=O)C>[CH3:2][O:3][C:4](=[O:16])[C@:5]([NH:15][C:23]([O:25][CH2:26][C:27]1[CH:32]=[CH:31][CH:30]=[CH:29][CH:28]=1)=[O:24])([CH3:14])[CH2:6][C:7]1[CH:12]=[CH:11][C:10]([OH:13])=[CH:9][CH:8]=1 |f:0.1,2.3|. Procedure details: To a suspension of (S)-2-amino-3-(4-hydroxy-phenyl)-2-methyl-propionic acid methyl ester hydrochloride in ethyl acetate (25 mL) was added 1N NaHCO3 solution (12.5 ml.) and the mixture was stirred rapidly at ambient temperature for the addition of neat benzyl chloroformate (0.859 g, 1.01 eq., 5.05 mmol). Following addition, the reaction mixture was stirred for an additional hour; TLC and LC-MS analysis showed the reaction to be complete. The mixture was partitioned and the organic phase was separ...